Dataset: the Open Reaction Database (ORD), a public repository of structured organic reaction records. Task: describe an organic reaction: reactants, conditions, products, and yield The reactants are O[C@H](C)[C@@H]1[C@@H]2N([C@H](C([C@@H]2C)=O)C(=O)OCC2=CC=C(C=C2)[N+](=O)[O-])C1=O (4-nitrobenzyl (1R,3R,5R,6S)-6-((1R)-1-hydroxyethyl)-1-methyl-2-oxo-1-carbapenam-3-carboxylate), CC1=CC=C(C=N1)C(=O)C=1N=CN2C1SC(=C2)[Sn](CCCC)(CCCC)CCCC (7-(6-methylpyridin-3-yl)carbonyl-2-(tri-n-butylstannyl)imidazo[5,1-b]thiazole). The product is O[C@H](C)[C@@H]1[C@@H]2N(C(=C([C@@H]2C)C2=CN3C(S2)=C(N=C3)C(=O)C=3C=NC(=CC3)C)C(=O)OCC3=CC=C(C=C3)[N+](=O)[O-])C1=O (4-Nitrobenzyl (1S,5R,6S)-6-((1R)-1-hydroxyethyl)-1-methyl-2-[7-(6-methylpyridin-3-yl)carbonylimidazo[5,1-b]thiazol-2-yl]-1-carbapen-2-em-3-carboxylate). The yield is 77.3%. Reaction SMILES: [OH:1][C@@H:2]([C@H:4]1[C:25](=[O:26])[N:6]2[C@@H:7]([C:12]([O:14][CH2:15][C:16]3[CH:21]=[CH:20][C:19]([N+:22]([O-:24])=[O:23])=[CH:18][CH:17]=3)=[O:13])[C:8](=O)[C@H:9]([CH3:10])[C@H:5]12)[CH3:3].[CH3:27][C:28]1[N:33]=[CH:32][C:31]([C:34]([C:36]2[N:37]=[CH:38][N:39]3[CH:43]=[C:42]([Sn](CCCC)(CCCC)CCCC)[S:41][C:40]=23)=[O:35])=[CH:30][CH:29]=1>>[OH:1][C@@H:2]([C@H:4]1[C:25](=[O:26])[N:6]2[C:7]([C:12]([O:14][CH2:15][C:16]3[CH:21]=[CH:20][C:19]([N+:22]([O-:24])=[O:23])=[CH:18][CH:17]=3)=[O:13])=[C:8]([C:42]3[S:41][C:40]4=[C:36]([C:34]([C:31]5[CH:32]=[N:33][C:28]([CH3:27])=[CH:29][CH:30]=5)=[O:35])[N:37]=[CH:38][N:39]4[CH:43]=3)[C@H:9]([CH3:10])[C@H:5]12)[CH3:3]. Procedure details: 4-Nitrobenzyl (1S,5R,6S)-6-((1R)-1-hydroxyethyl)-1-methyl-2-[7-(6-methylpyridin-3-yl)carbonylimidazo[5,1-b]thiazol-2-yl]-1-carbapen-2-em-3-carboxylate (499 mg) was prepared in the same manner as in step a) of Example 1, except that 398 mg of 4-nitrobenzyl (1R,3R,5R,6S)-6-((1R)-1-hydroxyethyl)-1-methyl-2-oxo-1-carbapenam-3-carboxylate and 923 mg of 7-(6-methylpyridin-3-yl)carbonyl-2-(tri-n-butylstannyl)imidazo[5,1-b]thiazole were used as the starting compounds. The reactants are B, C1CCOC1, C1=CC2CCC1c1ccccc12. Yields the product OC1CC2CCC1c1ccccc12. Reaction SMILES: [BH3:13].[CH2:14]1[CH2:17][CH2:16][CH2:15][O:18]1.[CH:1]12[c:2]3[cH:3][cH:4][cH:5][cH:6][c:7]3[CH:8]([CH:9]=[CH:10]1)[CH2:11][CH2:12]2>>[CH:1]12[c:2]3[cH:3][cH:4][cH:5][cH:6][c:7]3[CH:8]([CH2:9][CH:10]1[OH:18])[CH2:11][CH2:12]2. Starting materials: CC(C)N1CCCC2=CC(=CC=C12)C(C)O (1-[1-(1-methylethyl)-1,2,3,4-tetrahydro-quinolin-6-yl]ethanol). Reagents/catalysts: [O-2].[O-2].[Mn+4] (manganese dioxide). The solvent is CC(=O)C (acetone). Reaction conditions: time 16 hour. The product is CC(C)N1CCCC2=CC(=CC=C12)C(C)=O (1-[1-(1-methylethyl)-1,2,3,4-tetrahydroquinolin-6-yl]ethanone). Yield: 62.5%. RXN SMILES: [CH3:1][CH:2]([N:4]1[C:13]2[C:8](=[CH:9][C:10]([CH:14]([OH:16])[CH3:15])=[CH:11][CH:12]=2)[CH2:7][CH2:6][CH2:5]1)[CH3:3]>CC(C)=O.[O-2].[O-2].[Mn+4]>[CH3:3][CH:2]([N:4]1[C:13]2[C:8](=[CH:9][C:10]([C:14](=[O:16])[CH3:15])=[CH:11][CH:12]=2)[CH2:7][CH2:6][CH2:5]1)[CH3:1] |f:2.3.4|. Reported procedure: 2.1 g of 1-[1-(1-methylethyl)-1,2,3,4-tetrahydro-quinolin-6-yl]ethanol was dissolved in 10 ml of acetone, followed by the addition of 10 g of activated manganese dioxide. The obtained mixture was stirred at room temperature for 16 hours and filtered though Celite to remove the manganese dioxide. The filtrate was concentrated in a vacuum and the obtained residue was purified by silica gel column chromatography (10% ethyl acetate/n-hexane) to give 1.3 g of the title compound as a pale-yellow cryst... Starting materials: CCCCCCCCCCCCCCCCOP(=O)(O)O, CCO, [Na+], [OH-], O, O, O, O, O, O, O, O, O=S(=O)([O-])[O-], [Zn+2]. Product: CCCCCCCCCCCCCCCCOP(=O)([O-])[O-], [Na+], [Zn+2]. RXN SMILES: [CH2:1]([CH2:2][CH2:3][CH2:4][CH2:5][CH2:6][CH2:7][CH2:8][CH2:9][CH2:10][CH2:11][CH2:12][CH2:13][CH2:14][CH2:15][CH3:16])[O:17][P:18]([OH:19])([OH:20])=[O:21].[CH3:22][CH2:23][OH:24].[Na+:26].[OH-:25].[OH2:27].[OH2:28].[OH2:29].[OH2:30].[OH2:31].[OH2:32].[OH2:33].[OH2:40].[S:34]([O-:35])([O-:36])(=[O:37])=[O:38].[Zn+2:39]>>[CH2:1]([CH2:2][CH2:3][CH2:4][CH2:5][CH2:6][CH2:7][CH2:8][CH2:9][CH2:10][CH2:11][CH2:12][CH2:13][CH2:14][CH2:15][CH3:16])[O:17][P:18](=[O:19])([O-:20])[O-:21].[Na+:26].[Zn+2:39]. The reactants are COC1=CC=C(C=C1)CCCO (3-(4-methoxyphenyl)propan-1-ol), [Cr](=O)(=O)([O-])Cl.[NH+]1=CC=CC=C1 (pyridinium chlorochromate). The solvent is ClCCl (dichloromethane), ClCCl (dichloromethane). Reaction conditions: time 2 hour. Yields the product COC1=CC=C(C=C1)CCC=O (3-(4-Methoxyphenyl)propanal). Isolated yield 45.9%. RXN SMILES: [CH3:1][O:2][C:3]1[CH:8]=[CH:7][C:6]([CH2:9][CH2:10][CH2:11][OH:12])=[CH:5][CH:4]=1.[Cr](Cl)([O-])(=O)=O.[NH+]1C=CC=CC=1>ClCCl>[CH3:1][O:2][C:3]1[CH:8]=[CH:7][C:6]([CH2:9][CH2:10][CH:11]=[O:12])=[CH:5][CH:4]=1 |f:1.2|. Reported procedure: A solution of 3-(4-methoxyphenyl)propan-1-ol (15.02 g) in dichloromethane (100 ml) was added to a stirred suspension of pyridinium chlorochromate (29 g) in dichloromethane (250 ml). The mixture was stirred for 2 hours then filtered through a kieselguhr pad. The residue was washed with ether (3×500 ml) and the combined liquors were evaporated under reduced pressure. The residual oil was purified by vacuum distillation to give the subtitle compound (6.81 g) as an oil. As a reaction SMILES: [C:1]([C:3]1[C:8](=[O:9])[N:7]([C:10]2[CH:15]=[CH:14][C:13]([CH3:16])=[CH:12][CH:11]=2)[C:6]([C:17]2[CH:22]=[CH:21][C:20]([S:23][CH3:24])=[CH:19][CH:18]=2)=[N:5][C:4]=1[S:25][CH3:26])#[N:2].C(=O)([O-])[O-:28].[K+].[K+]>C(O)C>[C:1](/[C:3](/[C:8]([NH:7][C:10]1[CH:15]=[CH:14][C:13]([CH3:16])=[CH:12][CH:11]=1)=[O:9])=[C:4](/[NH:5][C:6](=[O:28])[C:17]1[CH:22]=[CH:21][C:20]([S:23][CH3:24])=[CH:19][CH:18]=1)\[S:25][CH3:26])#[N:2] |f:1.2.3|. The solvent is C(C)O (ethanol). Reported procedure: To a suspension of 5-Cyano-1-(4-methylphenyl)-4-(methylthio)-2-[4-(methylthio)phenyl]-6-oxo-1,6-dihydropyrimidine (2.5 g, 6.59 mmol) in ethanol (30 ml) was added anhydrous potassium carbonate (1.3 g, 9.4 mmol) under continuos stirring, and at an ambient temperature. The suspension was heated slowly to 60° C. under stirring for 5 hours. Subsequently the reaction mixture was filtered, and washed with water then with ethanol and dried under vacuum to yield the title compound (2.12 g, 80.8%, m.p.: 1... The reactants are C(#N)C1=C(N=C(N(C1=O)C1=CC=C(C=C1)C)C1=CC=C(C=C1)SC)SC (5-Cyano-1-(4-methylphenyl)-4-(methylthio)-2-[4-(methylthio)phenyl]-6-oxo-1,6-dihydropyrimidine), C([O-])([O-])=O.[K+].[K+] (potassium carbonate). Product: C(#N)\C(=C(/SC)\NC(C1=CC=C(C=C1)SC)=O)\C(=O)NC1=CC=C(C=C1)C (N-[(1E)-2-Cyano-3-[(4-methylphenyl)amino]-1-(methylthio)-3-oxoprop-1-en-1-yl]-4-(methylthio)benzamide). Conditions: temperature 60 celsius. Isolated yield 80.9%.